This data is from the Open Reaction Database (ORD), a public repository of structured organic reaction records. The task is: describe an organic reaction: reactants, conditions, products, and yield Reactants: NC(=O)C1=NOC(=N1)[C@@H](CC(=O)OC(C)(C)C)CCCC1=CC=CC=C1 (tert-butyl (3R)-3-[3-(aminocarbonyl)-1,2,4-oxadiazol-5-yl]-6-phenylhexanoate), FC(C(=O)O)(F)F (trifluoroacetic acid). Solvent: ClCCl (dichloromethane). Reaction conditions: time 2 hour. The product is NC(=O)C1=NOC(=N1)[C@@H](CC(=O)O)CCCC1CCCCC1 ((3R)-3-[3-(Aminocarbonyl)-1,2,4-oxadiazol-5-yl]-6-cyclohexylhexanoic acid). Isolated yield 97.0%. Reaction SMILES: [NH2:1][C:2]([C:4]1[N:8]=[C:7]([C@H:9]([CH2:18][CH2:19][CH2:20][C:21]2[CH:26]=[CH:25][CH:24]=[CH:23][CH:22]=2)[CH2:10][C:11]([O:13]C(C)(C)C)=[O:12])[O:6][N:5]=1)=[O:3].FC(F)(F)C(O)=O>ClCCl>[NH2:1][C:2]([C:4]1[N:8]=[C:7]([C@H:9]([CH2:18][CH2:19][CH2:20][CH:21]2[CH2:22][CH2:23][CH2:24][CH2:25][CH2:26]2)[CH2:10][C:11]([OH:13])=[O:12])[O:6][N:5]=1)=[O:3]. Procedure details: A solution of tert-butyl (3R)-3-[3-(aminocarbonyl)-1,2,4-oxadiazol-5-yl]-6-phenylhexanoate (Preparation 5) (250 mg, 0.68 mmol) in dichloromethane (10 ml) was cooled to 0° C. and treated with trifluoroacetic acid (5 ml). The mixture was stirred for 2 hours, being allowed to warm to room temperature over this time. The solvent was removed under reduced pressure and the residue was azeotroped with toluene (×2) then hexane to afford the title compound as a white solid (204 mg). Reactants: O1COC2=C1C=CC(=C2)CCO (2-(1,3-benzodioxol-5-yl)-ethanol), [N+](=O)([O-])C1=CC=C(C=O)C=C1 (4-nitrobenzaldehyde). Solvent: C(C)O (ethanol). Product: [N+](=O)([O-])C1=CC=C(C=C1)C1OCCC=2C=C3C(=CC12)OCO3 (5-(4-Nitrophenyl)-1,3-dioxolo[4,5-g]-isochroman). The yield is 81.0%. Reaction SMILES: [O:1]1[C:5]2[CH:6]=[CH:7][C:8]([CH2:10][CH2:11][OH:12])=[CH:9][C:4]=2[O:3][CH2:2]1.[N+:13]([C:16]1[CH:23]=[CH:22][C:19]([CH:20]=O)=[CH:18][CH:17]=1)([O-:15])=[O:14]>C(O)C>[N+:13]([C:16]1[CH:23]=[CH:22][C:19]([CH:20]2[C:7]3[CH:6]=[C:5]4[O:1][CH2:2][O:3][C:4]4=[CH:9][C:8]=3[CH2:10][CH2:11][O:12]2)=[CH:18][CH:17]=1)([O-:15])=[O:14]. Reported procedure: 36.0 g (0.21 mol) of 2-(1,3-benzodioxol-5-yl)-ethanol is reacted with an equivalent amount of 4-nitrobenzaldehyde analogously to C.A. 105, 1986, 226357, and 50.7 g (81%) of the title compound, melting point 149-150° C. (ethanol), is obtained. Procedure: A solution of 2-nitrobenzyl amine (17 g, 78 mmol) in DMF (50 mL) was cooled to 0° C. and treated dropwise with a solution of 3-amino-1-propanol (50 mL, 0.65 mol) in DMF (150 mL) over 0.5 hours. The reaction mixture was stirred at 0° C. for 1 hour, then warmed to room temperature for 2 hours, and evaporated to a red oil. The crude product residue was purified by flash chromatography (SiO2, 10% 0.5 M NH3-methanol/dichloromethane) to afford 3-[(2-nitrobenzyl)amino]propan-1-ol (16 g, 98%) as a yello... RXN SMILES: [N+:1]([C:4]1[CH:11]=[CH:10][CH:9]=[CH:8][C:5]=1[CH2:6][NH2:7])([O-:3])=[O:2].N[CH2:13][CH2:14][CH2:15][OH:16]>CN(C=O)C>[N+:1]([C:4]1[CH:11]=[CH:10][CH:9]=[CH:8][C:5]=1[CH2:6][NH:7][CH2:13][CH2:14][CH2:15][OH:16])([O-:3])=[O:2]. The product is [N+](=O)([O-])C1=C(CNCCCO)C=CC=C1 (3-[(2-nitrobenzyl)amino]propan-1-ol). Run at temperature 0 celsius, time 1 hour. Solvent: CN(C)C=O (DMF), CN(C)C=O (DMF). Starting materials: [N+](=O)([O-])C1=C(CN)C=CC=C1 (2-nitrobenzyl amine), NCCCO (3-amino-1-propanol). Yield: 97.6%. Starting materials: COC(C1=CC(C(=O)NC2CCN(CC2)CC2=CC(=C(C(=C2)OCC)F)OCC)=CC(=C1)OC)=O (N-[1-(3,5-Diethoxy-4-fluoro-benzyl)-piperidin-4-yl]-5-methoxy-isophthalamic acid methyl ester), C(C)OC1=C(C(=CC(=C1)C=O)OCC)C1=CC=C(C=C1)F (2,6-Diethoxy-4′-fluoro-biphenyl-4-carbaldehyde), C(#N)[BH3-].[Na+] (sodium cyanoborohydride), C(C)N(C(C)C)C(C)C (N-ethyl-diisopropylamine). Solvent: C(C)O (ethanol), C(C)(=O)O (acetic acid). The product is COC(C1=CC(C(=O)NC2CCN(CC2)CC2=CC(=C(C(=C2)OCC)C2=CC=C(C=C2)F)OCC)=CC(=C1)OC)=O (N-[1-(2,6-Diethoxy-4′-fluoro-biphenyl-4-ylmethyl)-piperidin-4-yl]-5-methoxy-isophthalamic acid methyl ester). Reaction SMILES: [CH3:1][O:2][C:3](=[O:35])[C:4]1[CH:32]=[C:31]([O:33][CH3:34])[CH:30]=[C:6]([C:7]([NH:9][CH:10]2[CH2:15][CH2:14][N:13](CC3C=C(OCC)C(F)=C(OCC)C=3)[CH2:12][CH2:11]2)=[O:8])[CH:5]=1.[CH2:36]([O:38][C:39]1[CH:44]=[C:43]([CH:45]=O)[CH:42]=[C:41]([O:47][CH2:48][CH3:49])[C:40]=1[C:50]1[CH:55]=[CH:54][C:53]([F:56])=[CH:52][CH:51]=1)[CH3:37].C([BH3-])#N.[Na+].C(N(C(C)C)C(C)C)C>C(O)C.C(O)(=O)C>[CH3:1][O:2][C:3](=[O:35])[C:4]1[CH:32]=[C:31]([O:33][CH3:34])[CH:30]=[C:6]([C:7]([NH:9][CH:10]2[CH2:11][CH2:12][N:13]([CH2:45][C:43]3[CH:44]=[C:39]([O:38][CH2:36][CH3:37])[C:40]([C:50]4[CH:55]=[CH:54][C:53]([F:56])=[CH:52][CH:51]=4)=[C:41]([O:47][CH2:48][CH3:49])[CH:42]=3)[CH2:14][CH2:15]2)=[O:8])[CH:5]=1 |f:2.3|. Procedure details: In analogy to the procedure described in example 50k), 5-methoxy-N-piperidin-4-yl-isophthalamic acid methyl ester (example 143) was reacted with 2,6-diethoxy-4′-fluoro-biphenyl-4-carbaldehyde (example 102), sodium cyanoborohydride, N-ethyl-diisopropylamine and acetic acid in ethanol at 50° C. to yield the title compound as off-white solid. MS: 565.3 (MH+). Starting materials: O (water), C(C)(C)(C)OC(=O)N[C@H]1[C@@H]2N(C(=C(CS2)CCl)C(=O)OC(C2=CC=CC=C2)C2=CC=CC=C2)C1=O (benzhydryl 7β-tert-butoxycarbonylamino-3-chloromethyl-3-cephem-4-carboxylate), [I-].[Na+] (sodium iodide), C(=O)NC1=CC=NN1C (5-formamido-1-methylpyrazole). Solvent: C(C)(=O)OCC (ethyl acetate), CC(=O)C (acetone). Reaction conditions: time 40 hour. The product is [I-].C(C)(C)(C)OC(=O)N[C@H]1[C@@H]2N(C(=C(CS2)C[N+]=2N(C(=CC2)NC=O)C)C(=O)OC(C2=CC=CC=C2)C2=CC=CC=C2)C1=O (benzhydryl 7β-tert-butoxycarbonylamino-3-(3-formamido-2-methyl-1-pyrazolio)methyl-3-cephem-4-carboxylate iodide). Yield: 98.3%. As a reaction SMILES: [C:1]([O:5][C:6]([NH:8][C@@H:9]1[C:34](=[O:35])[N:11]2[C:12]([C:18]([O:20][CH:21]([C:28]3[CH:33]=[CH:32][CH:31]=[CH:30][CH:29]=3)[C:22]3[CH:27]=[CH:26][CH:25]=[CH:24][CH:23]=3)=[O:19])=[C:13]([CH2:16]Cl)[CH2:14][S:15][C@H:10]12)=[O:7])([CH3:4])([CH3:3])[CH3:2].[I-:36].[Na+].[CH:38]([NH:40][C:41]1[N:45]([CH3:46])[N:44]=[CH:43][CH:42]=1)=[O:39].O>CC(C)=O.C(OCC)(=O)C>[I-:36].[C:1]([O:5][C:6]([NH:8][C@@H:9]1[C:34](=[O:35])[N:11]2[C:12]([C:18]([O:20][CH:21]([C:28]3[CH:33]=[CH:32][CH:31]=[CH:30][CH:29]=3)[C:22]3[CH:27]=[CH:26][CH:25]=[CH:24][CH:23]=3)=[O:19])=[C:13]([CH2:16][N+:44]3[N:45]([CH3:46])[C:41]([NH:40][CH:38]=[O:39])=[CH:42][CH:43]=3)[CH2:14][S:15][C@H:10]12)=[O:7])([CH3:4])([CH3:3])[CH3:2] |f:1.2,7.8|. Procedure: To a mixture of benzhydryl 7β-tert-butoxycarbonylamino-3-chloromethyl-3-cephem-4-carboxylate (15 g) and sodium iodide (4.37 g) in acetone (15 ml) was added 5-formamido-1-methylpyrazole (15 g) at ambient temperature. After being stirred for 40 hours at the same temperature, the mixture was poured into a mixture of water and ethyl acetate. The organic layer was separated and washed with water, aqueous sodium chloride solution, and dried over magnesium sulfate. The solution was evaporated in vacuo ... Starting materials: BrCc1cc(I)ccn1, C1COCCN1, COCCOC, [I-], [Na+]. Yields the product Ic1ccnc(CN2CCOCC2)c1. Reaction SMILES: [Br:1][CH2:2][c:3]1[n:4][cH:5][cH:6][c:7]([I:9])[cH:8]1.[CH2:10]1[CH2:11][O:12][CH2:13][CH2:14][NH:15]1.[CH3:18][O:19][CH2:20][CH2:21][O:22][CH3:23].[I-:17].[Na+:16]>>[CH2:2]([c:3]1[n:4][cH:5][cH:6][c:7]([I:9])[cH:8]1)[N:15]1[CH2:10][CH2:11][O:12][CH2:13][CH2:14]1. Reactants: CC(=O)n1cc(CC2CCCN2C)c2cc(C=CS(=O)(=O)c3ccccc3)ccc21, O=C([O-])[O-], CO, [K+], [K+], O. Yields the product CN1CCCC1Cc1c[nH]c2ccc(C=CS(=O)(=O)c3ccccc3)cc12. Reaction SMILES: [C:1](=[O:2])([CH3:3])[n:4]1[cH:5][c:6]([CH2:24][CH:25]2[N:26]([CH3:30])[CH2:27][CH2:28][CH2:29]2)[c:7]2[cH:8][c:9]([CH:13]=[CH:14][S:15](=[O:16])(=[O:17])[c:18]3[cH:19][cH:20][cH:21][cH:22][cH:23]3)[cH:10][cH:11][c:12]12.[C:31](=[O:32])([O-:33])[O-:34].[CH3:38][OH:39].[K+:35].[K+:36].[OH2:37]>>[nH:4]1[cH:5][c:6]([CH2:24][CH:25]2[N:26]([CH3:30])[CH2:27][CH2:28][CH2:29]2)[c:7]2[cH:8][c:9]([CH:13]=[CH:14][S:15](=[O:16])(=[O:17])[c:18]3[cH:19][cH:20][cH:21][cH:22][cH:23]3)[cH:10][cH:11][c:12]12.